This data is from the Open Reaction Database (ORD), a public repository of structured organic reaction records. The task is: describe an organic reaction: reactants, conditions, products, and yield Starting materials: [N+](=O)([O-])C1=C(C=C(C=C1)N1CCCC1)N (2-nitro-5-(pyrrolidin-1-yl)benzenamine), N1=CC=CC=C1 (pyridine), C(C1=CC=CC=C1)(=O)Cl (benzoyl chloride). Solvent: ClCCl (dichloromethane). Reaction conditions: time 8 hour. Yields the product [N+](=O)([O-])C1=C(C=C(C=C1)N1CCCC1)NC(C1=CC=CC=C1)=O (N-(2-nitro-5-(pyrrolidin-1-yl)phenyl)benzamide). As a reaction SMILES: [N+:1]([C:4]1[CH:9]=[CH:8][C:7]([N:10]2[CH2:14][CH2:13][CH2:12][CH2:11]2)=[CH:6][C:5]=1[NH2:15])([O-:3])=[O:2].N1C=CC=CC=1.[C:22](Cl)(=[O:29])[C:23]1[CH:28]=[CH:27][CH:26]=[CH:25][CH:24]=1>ClCCl>[N+:1]([C:4]1[CH:9]=[CH:8][C:7]([N:10]2[CH2:14][CH2:13][CH2:12][CH2:11]2)=[CH:6][C:5]=1[NH:15][C:22](=[O:29])[C:23]1[CH:28]=[CH:27][CH:26]=[CH:25][CH:24]=1)([O-:3])=[O:2]. Procedure: To a stirred solution of 2-nitro-5-(pyrrolidin-1-yl)benzenamine (4 mmol) and pyridine (8 mmol) in dry dichloromethane (15 mL) was added dropwise benzoyl chloride (8 mmol). The reaction mixture was stirred at room temperature for 8 h. The solvent was evaporated in vacuum, and the residue was subjected to flash chromatography on silica gel using a mixture of hexanes and CH2Cl2 as eluent to afford N-(2-nitro-5-(pyrrolidin-1-yl)phenyl)benzamide as a solid.